This data is from the Open Reaction Database (ORD), a public repository of structured organic reaction records. The task is: describe an organic reaction: reactants, conditions, products, and yield The reactants are Cc1cc(C)c(Br)c(C)c1, [Li]C(C)(C)C, C1CCOC1, COc1ccccn1, CCCCC, [Cl-], O=C1Nc2ccc(Cl)cc2C1=O, [NH4+]. Product: COc1ncccc1C1(O)C(=O)Nc2ccc(Cl)cc21. As a reaction SMILES: [Br:11][c:12]1[c:13]([CH3:14])[cH:15][c:16]([CH3:17])[cH:18][c:19]1[CH3:20].[C:1]([Li:2])([CH3:3])([CH3:4])[CH3:5].[CH2:43]1[O:44][CH2:45][CH2:46][CH2:47]1.[CH3:21][O:22][c:23]1[n:24][cH:25][cH:26][cH:27][cH:28]1.[CH3:6][CH2:7][CH2:8][CH2:9][CH3:10].[Cl-:41].[Cl:29][c:30]1[cH:31][c:32]2[c:36]([cH:37][cH:38]1)[NH:35][C:34](=[O:39])[C:33]2=[O:40].[NH4+:42]>>[CH3:21][O:22][c:23]1[n:24][cH:25][cH:26][cH:27][c:28]1[C:33]1([OH:40])[c:32]2[cH:31][c:30]([Cl:29])[cH:38][cH:37][c:36]2[NH:35][C:34]1=[O:39]. The reactants are OC1=CC=C(C=C1)C=1OC2=C(C(C1OCC1=CC=CC=C1)=O)C=C(C=C2)NC(C)=O (2-(4-hydroxyphenyl)-3-benzyloxy-6-acetamido-4H-1-benzopyran-4-one), Cl (HCl). The solvent is C(Cl)(Cl)Cl.CO (Chloroform Methanol). Product: Cl.OC1=CC=C(C=C1)C=1OC2=C(C(C1OCC1=CC=CC=C1)=O)C=C(C=C2)N (2-(4-hydroxyphenyl)-3-benzyloxy-6-amino-4H-1-benzopyran-4-one hydrochloride). Yield: 82.0%. As a reaction SMILES: [OH:1][C:2]1[CH:7]=[CH:6][C:5]([C:8]2[O:9][C:10]3[CH:26]=[CH:25][C:24]([NH:27]C(=O)C)=[CH:23][C:11]=3[C:12](=[O:22])[C:13]=2[O:14][CH2:15][C:16]2[CH:21]=[CH:20][CH:19]=[CH:18][CH:17]=2)=[CH:4][CH:3]=1.[ClH:31]>C(Cl)(Cl)Cl.CO>[ClH:31].[OH:1][C:2]1[CH:3]=[CH:4][C:5]([C:8]2[O:9][C:10]3[CH:26]=[CH:25][C:24]([NH2:27])=[CH:23][C:11]=3[C:12](=[O:22])[C:13]=2[O:14][CH2:15][C:16]2[CH:21]=[CH:20][CH:19]=[CH:18][CH:17]=2)=[CH:6][CH:7]=1 |f:2.3,4.5|. Reported procedure: Prepared analogously to Example 5c, starting from 2-(4-hydroxyphenyl)-3-benzyloxy-6-acetamido-4H-1-benzopyran-4-one. Yield: 82%; TLC (9/1 Chloroform/Methanol) Rf: 0.71 Elem. anal. C29H23NO4*HCl; theory C, 71.68; H, 4.98; N, 2.88. found C, 71.35; H, 4.76; N, 3.03. 1H-NMR (d6-DMSO): 8.02 (d, 2H), 7.8-7.7 (m, 2H), 7.55-7.25 (m, 11H), 7.18 (d, 2H), 5.22 (s, 2H), 5.08 (s, 2H). The reactants are FC1=CC=C(C=C1)S(=O)(=O)N[C@H]1CN2C3=C(C(=C2C=C1)CC(=O)OC)C=CC=N3 (methyl ((8R)-8-{[(4-fluorophenyl)sulfonyl]amino}-8,9-dihydropyrido[3,2-b]indolizin-5-yl)acetate), C(Cl)Cl (DCM). Solvent: C(C)(=O)OCC (ethyl acetate). Yields the product FC1=CC=C(C=C1)S(=O)(=O)N[C@H]1CN2C3=C(C(=C2CC1)CC(=O)OC)C=CC=N3 (Methyl ((8R)-8-{[(4-fluorophenyl)sulfonyl]amino}-6,7,8,9-tetrahydropyrido-[3,2-b]indolizin-5-yl)acetate). The yield is 101.0%. As a reaction SMILES: [F:1][C:2]1[CH:7]=[CH:6][C:5]([S:8]([NH:11][C@@H:12]2[CH:20]=[CH:19][C:18]3[N:14]([C:15]4[N:29]=[CH:28][CH:27]=[CH:26][C:16]=4[C:17]=3[CH2:21][C:22]([O:24][CH3:25])=[O:23])[CH2:13]2)(=[O:10])=[O:9])=[CH:4][CH:3]=1.C(Cl)Cl>C(OCC)(=O)C>[F:1][C:2]1[CH:7]=[CH:6][C:5]([S:8]([NH:11][C@@H:12]2[CH2:20][CH2:19][C:18]3[N:14]([C:15]4[N:29]=[CH:28][CH:27]=[CH:26][C:16]=4[C:17]=3[CH2:21][C:22]([O:24][CH3:25])=[O:23])[CH2:13]2)(=[O:9])=[O:10])=[CH:4][CH:3]=1. Procedure: To a solution of methyl ((8R)-8-{[(4-fluorophenyl)sulfonyl]amino}-8,9-dihydropyrido[3,2-b]indolizin-5-yl)acetate (0.46 g, 1.1 mmol) in ethyl acetate (20 mL) was added under nitrogen Pd—C 10% (0.02 g, 0.19 mmol, 0.17 equiv.). After a period of 1 h under 1 atmosphere of H2, DCM was added to the reaction mixture which in turn was filtered over a micro filter and the solvents were evaporated to afford 464 mg of the title compound. Reactants: CC(=O)OC=1C=CC=CC1C(=O)O (aspirin), S(=O)(Cl)Cl (thionyl chloride), Cl (HCl), CC(=O)OC=1C=CC=CC1C(=O)O (aspirin), NC(=O)N (urea), acid chloride. Solvent: petroleum ether. The product is C(C)(=O)OC=1C(C(=O)Cl)=CC=CC1 (acetyl salicyloyl chloride). RXN SMILES: S(Cl)(Cl)=O.[CH3:5][C:6]([O:8][C:9]1[CH:10]=[CH:11][CH:12]=[CH:13][C:14]=1[C:15]([OH:17])=O)=[O:7].NC(N)=O.[ClH:22]>>[C:6]([O:8][C:9]1[C:14](=[CH:13][CH:12]=[CH:11][CH:10]=1)[C:15]([Cl:22])=[O:17])(=[O:7])[CH3:5]. Procedure: In a 2 liter, 3-neck flask equipped with a water bath, stirrer and thermometer is placed 200 ml of thionyl chloride (2.75 mols). To this is added about half the 360 g (2 mols) of aspirin. The fairly mobile suspension is stirred and warmed to 30° and 4 g of urea then added. Initiation of the reaction appears to be enhanced by minimal agitation. Evolution of HCl gas, and a fairly rapid fall in temperature indicate that the reaction has started, and a slow to medium stirring rate is then maintained... Reactants: COC(=O)C1=C(O)c2ccc3ccccc3c2S(=O)(=O)N1C, Nc1cc(Cl)ncn1, Cc1ccccc1C. Product: CN1C(C(=O)Nc2cc(Cl)ncn2)=C(O)c2ccc3ccccc3c2S1(=O)=O. RXN SMILES: [CH3:1][O:2][C:3](=[O:4])[C:5]1=[C:10]([OH:11])[c:9]2[c:8]([c:19]3[c:14]([cH:13][cH:12]2)[cH:15][cH:16][cH:17][cH:18]3)[S:7](=[O:20])(=[O:21])[N:6]1[CH3:22].[NH2:23][c:24]1[n:25][cH:26][n:27][c:28]([Cl:30])[cH:29]1.[c:31]1([CH3:32])[c:33]([CH3:34])[cH:35][cH:36][cH:37][cH:38]1>>[O:2]=[C:3]([C:5]1=[C:10]([OH:11])[c:9]2[c:8]([c:19]3[c:14]([cH:13][cH:12]2)[cH:15][cH:16][cH:17][cH:18]3)[S:7](=[O:20])(=[O:21])[N:6]1[CH3:22])[NH:23][c:24]1[n:25][cH:26][n:27][c:28]([Cl:30])[cH:29]1. Starting materials: C(C#CC)OC1=NC=NC(=C1)Cl (4-(2-butynyloxy)-6-chloropyrimidine), C([O-])([O-])=O.[K+].[K+] (potassium carbonate), Cl.CC1(CNCC(C1)(C)C)C (3,3,5,5-tetramethylpiperidine hydrochloride), [Cl-].[NH4+] (ammonium chloride). The solvent is C(C)#N (acetonitrile). Reaction conditions: temperature 60 celsius, time 4 hour. The product is C(C#CC)OC1=NC=NC(=C1)N1CC(CC(C1)(C)C)(C)C (4-(2-butynyloxy)-6-(3,3,5,5-tetramethylpiperidino)pyrimidine). Isolated yield 73.1%. RXN SMILES: [CH2:1]([O:5][C:6]1[CH:11]=[C:10](Cl)[N:9]=[CH:8][N:7]=1)[C:2]#[C:3][CH3:4].C(=O)([O-])[O-].[K+].[K+].Cl.[CH3:20][C:21]1([CH3:29])[CH2:26][C:25]([CH3:28])([CH3:27])[CH2:24][NH:23][CH2:22]1.[Cl-].[NH4+]>C(#N)C>[CH2:1]([O:5][C:6]1[CH:11]=[C:10]([N:23]2[CH2:24][C:25]([CH3:28])([CH3:27])[CH2:26][C:21]([CH3:29])([CH3:20])[CH2:22]2)[N:9]=[CH:8][N:7]=1)[C:2]#[C:3][CH3:4] |f:1.2.3,4.5,6.7|. Procedure: Into 2 ml of acetonitrile were added 0.20 g of 4-(2-butynyloxy)-6-chloropyrimidine, 0.45 g of potassium carbonate and 0.24 g of 3,3,5,5-tetramethylpiperidine hydrochloride, and the mixture was stirred for 4 hours at 60° C. The reaction mixture was cooled to near room temperature, a saturated ammonium chloride aqueous solution was added therein, and the mixture was extracted with tert-butyl methyl ether three times. The organic layers were washed with a saturated sodium chloride aqueous solution,... Yield: 27.9%. The reactants are FC1=C(C=CC(=C1)F)[C@]1(OC1)[C@H](C)O ((1S)-1-[(2R)-2-(2,4-difluorophenyl)-2-oxiranyl]ethanol), FC1=C(C=CC(=C1)F)[C@]1(OC1)[C@@H](C)O ((1R)-1-[(2R)-2-(2,4-difluorophenyl)-2-oxiranyl]ethanol), C(C)(C)C1=CC=C(C=C1)N1C(NN=C1)=O (4-(4-isopropylphenyl)-3(2H,4H)-1,2,4-triazolone). The product is FC1=C(C=CC(=C1)F)[C@]1([C@@H](C)N2N=CN(C2=O)C2=CC=C(C=C2)C(C)C)CO1 (2-[(1R,2S)-2-(2,4-difluorophenyl)-2,3-epoxy-1-methylpropyl]- 4-(4-isopropylphenyl)-3 (2H, 4H)-1,2,4-triazolone). Reaction SMILES: [F:1][C:2]1[CH:7]=[C:6]([F:8])[CH:5]=[CH:4][C:3]=1[C@:9]1([C@@H:12](O)[CH3:13])[CH2:11][O:10]1.[CH:15]([C:18]1[CH:23]=[CH:22][C:21]([N:24]2[CH:28]=[N:27][NH:26][C:25]2=[O:29])=[CH:20][CH:19]=1)([CH3:17])[CH3:16].FC1C=C(F)C=CC=1[C@]1([C@H](O)C)CO1>>[F:1][C:2]1[CH:7]=[C:6]([F:8])[CH:5]=[CH:4][C:3]=1[C@:9]1([O:10][CH2:11]1)[C@H:12]([N:26]1[C:25](=[O:29])[N:24]([C:21]2[CH:22]=[CH:23][C:18]([CH:15]([CH3:17])[CH3:16])=[CH:19][CH:20]=2)[CH:28]=[N:27]1)[CH3:13]. Procedure: In the same manner as in Reference Example 5, starting from 1.72 g of (1S)-1-[(2R)-2-(2,4-difluorophenyl)-2-oxiranyl]ethanol and 1.68 g of 4-(4-isopropylphenyl)-3(2H,4H)-1,2,4-triazolone, an about 1:1 mixture (0.89 g) of 2-[(1R,2S)-2-(2,4-difluorophenyl)-2,3-epoxy-1-methylpropyl]- 4-(4-isopropylphenyl)-3 (2H, 4H)-1,2,4-triazolone and (1R)-1-[(2R)-2-(2,4-difluorophenyl)-2-oxiranyl]ethanol was obtained.